This data is from the Open Reaction Database (ORD), a public repository of structured organic reaction records. The task is: describe an organic reaction: reactants, conditions, products, and yield Reactants: CC[SiH](CC)CC, CCOC(C)=O, O=C1COc2ccc(C(=O)CCl)cc2N1, O, O=C(O)C(F)(F)F. Product: O=C1COc2ccc(CCCl)cc2N1. As a reaction SMILES: [CH2:23]([SiH:24]([CH2:25][CH3:26])[CH2:27][CH3:28])[CH3:29].[CH3:31][CH2:32][O:33][C:34]([CH3:35])=[O:36].[Cl:1][CH2:2][C:3](=[O:4])[c:5]1[cH:6][cH:7][c:8]2[c:9]([cH:15]1)[NH:10][C:11](=[O:14])[CH2:12][O:13]2.[OH2:30].[OH:16][C:17]([C:18]([F:19])([F:20])[F:21])=[O:22]>>[Cl:1][CH2:2][CH2:3][c:5]1[cH:6][cH:7][c:8]2[c:9]([cH:15]1)[NH:10][C:11](=[O:14])[CH2:12][O:13]2. The reactants are ClC1=CC=C(C=C1)C1C2=C(C(NC1)=O)SC(=C2C=O)N2CCOCC2 (4-(4-chlorophenyl)-2-(morpholin-4-yl)-7-oxo-4,5,6,7-tetrahydrothieno[2,3-c]pyridine-3-carbaldehyde), CO (methanol), [BH4-].[Na+] (sodium borohydride). Reaction conditions: time 1.5 hour. Product: ClC1=CC=C(C=C1)C1C2=C(C(NC1)=O)SC(=C2CO)N2CCOCC2 (4-(4-chlorophenyl)-3-(hydroxymethyl)-2-(morpholin-4-yl)-5,6-dihydrothieno[2,3-c]pyridin-7(4H)-one). Yield: 62.7%. As a reaction SMILES: [Cl:1][C:2]1[CH:7]=[CH:6][C:5]([CH:8]2[CH2:13][NH:12][C:11](=[O:14])[C:10]3[S:15][C:16]([N:20]4[CH2:25][CH2:24][O:23][CH2:22][CH2:21]4)=[C:17]([CH:18]=[O:19])[C:9]2=3)=[CH:4][CH:3]=1.CO.[BH4-].[Na+]>>[Cl:1][C:2]1[CH:7]=[CH:6][C:5]([CH:8]2[CH2:13][NH:12][C:11](=[O:14])[C:10]3[S:15][C:16]([N:20]4[CH2:25][CH2:24][O:23][CH2:22][CH2:21]4)=[C:17]([CH2:18][OH:19])[C:9]2=3)=[CH:4][CH:3]=1 |f:2.3|. Reported procedure: To a solution of 4-(4-chlorophenyl)-2-(morpholin-4-yl)-7-oxo-4,5,6,7-tetrahydrothieno[2,3-c]pyridine-3-carbaldehyde (52.4 mg, 0.139 mmol, single enantiomer of unknown configurate) in methanol (1.30 mL, 32.0 mmol) was added portionwise sodium borohydride (10.5 mg, 0.278 mmol). The reaction mixture was stirred at rt for 1.5 hr, then carefully quenched by the addition of an aqueous solution of 1M HCl to lower the pH to ˜3-4. The mixture was extracted w/EA twice, the extracts were combined, washed w... Reactants: [BH4-].[Na+] (sodium borohydride), CC1=CC=CC=2SC=C(C21)C=C2C(N=C1N2C=CC=C1)=O (3-(4-methyl-benzo[b]thiophen-3-ylmethylene)-imidazo[1,2-a]pyridin-2-one). Run in C(C)O (ethanol), CO (methanol). Conditions: temperature -78 celsius, time 15 minute. The product is CC1=CC=CC=2SC=C(C21)CC2C(N=C1N2C=CC=C1)=O (3-(4-Methyl-benzo[b]thiophen-3-ylmethyl)-imidazo[1,2-a]pyridin-2-one). As a reaction SMILES: [BH4-].[Na+].[CH3:3][C:4]1[C:12]2[C:11]([CH:13]=[C:14]3[N:18]4[CH:19]=[CH:20][CH:21]=[CH:22][C:17]4=[N:16][C:15]3=[O:23])=[CH:10][S:9][C:8]=2[CH:7]=[CH:6][CH:5]=1>C(O)C.CO>[CH3:3][C:4]1[C:12]2[C:11]([CH2:13][CH:14]3[N:18]4[CH:19]=[CH:20][CH:21]=[CH:22][C:17]4=[N:16][C:15]3=[O:23])=[CH:10][S:9][C:8]=2[CH:7]=[CH:6][CH:5]=1 |f:0.1|. Procedure: To a suspension of 121 mg (3.2 mmol) of sodium borohydride in 50 mL of ethanol is added a solution of 624 mg (2.1 mmol) of 3-(4-methyl-benzo[b]thiophen-3-ylmethylene)-imidazo[1,2-a]pyridin-2-one in 50 mL of methanol dropwise at −78° C. After stirring for 15 minutes at −78° C., the reaction mixture is quenched with saturated aqueous ammonium chloride solution at −78° C. The product is extracted with dichloromethane. The organic layer is dried over magnesium sulfate, filtered and concentrated in v...